From a dataset of the Open Reaction Database (ORD), a public repository of structured organic reaction records. describe an organic reaction: reactants, conditions, products, and yield Reactants: ClC1=C(C(=NC=N1)NS(=O)(=O)C1=CC=C(C=C1)OC)CC1=CC=C(C=C1)OC (N-[6-chloro-5-(p-methoxybenzyl)-4-pyrimidinyl]-p-methoxybenzenesulfonamide), C(CO)(=O)[O-].[Na+] (sodium glycolate), [Na] (sodium), C(CO)O (ethylene glycol). Run at temperature 125 celsius. Product: OCCOC1=C(C(=NC=N1)NS(=O)(=O)C1=CC=C(C=C1)OC)CC1=C(C=CC=C1)OC (N-[6-(2-hydroxyethoxy)-5-(o-methoxybenzyl)-4-pyrimidinyl]-p-methoxybenzenesulfonamide). RXN SMILES: Cl[C:2]1[N:7]=[CH:6][N:5]=[C:4]([NH:8][S:9]([C:12]2[CH:17]=[CH:16][C:15]([O:18][CH3:19])=[CH:14][CH:13]=2)(=[O:11])=[O:10])[C:3]=1[CH2:20][C:21]1[CH:26]=[CH:25][C:24](OC)=[CH:23][CH:22]=1.[C:29]([O-:33])(=O)[CH2:30][OH:31].[Na+].[Na].C(O)[CH2:37][OH:38]>>[OH:31][CH2:30][CH2:29][O:33][C:2]1[N:7]=[CH:6][N:5]=[C:4]([NH:8][S:9]([C:12]2[CH:13]=[CH:14][C:15]([O:18][CH3:19])=[CH:16][CH:17]=2)(=[O:11])=[O:10])[C:3]=1[CH2:20][C:21]1[CH:26]=[CH:25][CH:24]=[CH:23][C:22]=1[O:38][CH3:37] |f:1.2,^1:34|. Procedure details: 300 mg of N-[6-chloro-5-(p-methoxybenzyl)-4-pyrimidinyl]-p-methoxybenzenesulfonamide were added to a sodium glycolate solution from 1 ml of dry ethylene glycol and 46 mg of sodium. The reaction mixture was heated at 125° C. for 4 hours under an argon atmosphere. Thereafter, the ethylene glycol was distilled under reduced pressure. The residue was partitioned between ethyl acetate and 1N hydrochloric acid. The organic phase was washed neutral, dried and evaporated. The residue was chromatographed... Starting materials: BrCc1ccccc1, CCCC[N+](CCCC)(CCCC)CCCC, [H-], [I-], [Na+], CN(C)C=O, OCc1cc(Br)ccc1OCCN1CCCC1. Product: Brc1ccc(OCCN2CCCC2)c(COCc2ccccc2)c1. RXN SMILES: [Br:20][CH2:21][c:22]1[cH:23][cH:24][cH:25][cH:26][cH:27]1.[CH2:34]([N+:35]([CH2:36][CH2:37][CH2:38][CH3:39])([CH2:40][CH2:41][CH2:42][CH3:43])[CH2:44][CH2:45][CH2:46][CH3:47])[CH2:48][CH2:49][CH3:50].[H-:19].[I-:33].[Na+:18].[O:28]=[CH:29][N:30]([CH3:31])[CH3:32].[OH:1][CH2:2][c:3]1[c:4]([O:5][CH2:6][CH2:7][N:8]2[CH2:9][CH2:10][CH2:11][CH2:12]2)[cH:13][cH:14][c:15]([Br:17])[cH:16]1>>[O:1]([CH2:2][c:3]1[c:4]([O:5][CH2:6][CH2:7][N:8]2[CH2:9][CH2:10][CH2:11][CH2:12]2)[cH:13][cH:14][c:15]([Br:17])[cH:16]1)[CH2:21][c:22]1[cH:23][cH:24][cH:25][cH:26][cH:27]1. Starting materials: CC(COc1ccccc1N1CCN(C(=O)OC(C)(C)C)CC1)NC(=O)OCc1ccccc1, CO. Product: CC(N)COc1ccccc1N1CCN(C(=O)OC(C)(C)C)CC1. RXN SMILES: [C:1]([CH3:2])([CH3:3])([CH3:4])[O:5][C:6](=[O:7])[N:8]1[CH2:9][CH2:10][N:11]([c:14]2[c:15]([O:20][CH2:21][CH:22]([CH3:23])[NH:24][C:25]([O:26][CH2:27][c:28]3[cH:29][cH:30][cH:31][cH:32][cH:33]3)=[O:34])[cH:16][cH:17][cH:18][cH:19]2)[CH2:12][CH2:13]1.[CH3:35][OH:36]>>[C:1]([CH3:2])([CH3:3])([CH3:4])[O:5][C:6](=[O:7])[N:8]1[CH2:9][CH2:10][N:11]([c:14]2[c:15]([O:20][CH2:21][CH:22]([CH3:23])[NH2:24])[cH:16][cH:17][cH:18][cH:19]2)[CH2:12][CH2:13]1. Procedure: A mixture of methyl 4-oxo-10-cyclohexanecarboxamido-4H-pyrimido[1,2-C]quinazoline-3-carboxylate (4.7 g) and anhydrous lithium iodide (11.75 g) in dry pyridine (47 ml) was stirred at 100° C. for 1 hour and 20 minutes and cooled to ambient temperature. The resulting solid was collected by filtration and washed with ethanol. The solid was suspended in water (100 ml). The suspension was adjusted to pH 1-2 with conc. hydrochloric acid to give yellow crystals which were separated by filtration, washed... Reaction SMILES: [O:1]=[C:2]1[N:7]2[CH:8]=[N:9][C:10]3[CH:11]=[CH:12][C:13]([NH:16][C:17]([CH:19]4[CH2:24][CH2:23][CH2:22][CH2:21][CH2:20]4)=[O:18])=[CH:14][C:15]=3[C:6]2=[N:5][CH:4]=[C:3]1[C:25]([O:27]C)=[O:26].[I-].[Li+]>N1C=CC=CC=1>[O:1]=[C:2]1[N:7]2[CH:8]=[N:9][C:10]3[CH:11]=[CH:12][C:13]([NH:16][C:17]([CH:19]4[CH2:24][CH2:23][CH2:22][CH2:21][CH2:20]4)=[O:18])=[CH:14][C:15]=3[C:6]2=[N:5][CH:4]=[C:3]1[C:25]([OH:27])=[O:26] |f:1.2|. Solvent: N1=CC=CC=C1 (pyridine). The yield is 60.8%. Product: O=C1C(=CN=C2N1C=NC=1C=CC(=CC21)NC(=O)C2CCCCC2)C(=O)O (4-oxo-10-cyclohexanecarboxamido-4H-pyrimido[1,2-C]quinazoline-3-carboxylic acid). Conditions: temperature 100 celsius, time 20 minute. Reactants: O=C1C(=CN=C2N1C=NC=1C=CC(=CC21)NC(=O)C2CCCCC2)C(=O)OC (methyl 4-oxo-10-cyclohexanecarboxamido-4H-pyrimido[1,2-C]quinazoline-3-carboxylate), [I-].[Li+] (lithium iodide). The reactants are OC1=CC=C(C=C1)C(C)(C)C1=CC=C(C=C1)O (Bisphenol A), [C-]#N (cyanide). Product: C(#N)C(C)(C)C1=CC=C(C=C1)O (4-(1-cyano-1-methylethyl)phenol). RXN SMILES: [OH:1][C:2]1[CH:7]=[CH:6][C:5]([C:8]([C:11]2C=CC(O)=CC=2)([CH3:10])[CH3:9])=[CH:4][CH:3]=1.[C-]#[N:19]>>[C:11]([C:8]([C:5]1[CH:6]=[CH:7][C:2]([OH:1])=[CH:3][CH:4]=1)([CH3:9])[CH3:10])#[N:19]. Reported procedure: A preferred manner of practicing this invention constitutes heating a solventless mixture of Bisphenol A and cyanide ion in a closed vessel to about 185° C. and maintaining that temperature for about 20 hours to produce 4-(1-cyano-1-methylethyl)phenol. Preferred conversions and yields based on Bisphenol A are about 100 percent and 80 percent respectively. Reactants: [H-].[Na+] (sodium hydride), BrC1=CC(=C(C=C1)NC(CO)=O)F (N-(4-bromo-2-fluorophenyl)-2-hydroxyacetamide), O (water). Solvent: CN(C)C=O (DMF), CN(C)C=O (DMF). Conditions: temperature 140 celsius, time 2 hour. Yields the product BrC=1C=CC2=C(OCC(N2)=O)C1 (7-bromo-2H-benzo[b][1,4]oxazin-3(4H)-one). Isolated yield 31.3%. RXN SMILES: [Br:1][C:2]1[CH:7]=[CH:6][C:5]([NH:8][C:9](=[O:12])[CH2:10][OH:11])=[C:4](F)[CH:3]=1.[H-].[Na+].O>CN(C=O)C>[Br:1][C:2]1[CH:7]=[CH:6][C:5]2[NH:8][C:9](=[O:12])[CH2:10][O:11][C:4]=2[CH:3]=1 |f:1.2|. Procedure: A solution of N-(4-bromo-2-fluorophenyl)-2-hydroxyacetamide (8.0 g, 32.3 mmol) in 50 ml dry DMF was added drop wise to a suspension of sodium hydride (5.2 g, 129 mmol) in 30 ml dry DMF and the mixture was stirred for 2 h under an atmosphere of nitrogen at 140° C. After cooling to ambient temperature water was added and the mixture was extracted several times with ethyl acetate. After washing the combined organic layers with brine and drying over MgSO4 the solvent was removed under reduced pressu... Reported procedure: 5-Chloro-1-(tetrahydro-pyran-4-yl)-1H-pyrazole-4-carboxylic acid ethyl ester (2.194 g (98%), 8.31 mmol) was dissolved in methanol (12.5 mL). Lithium hydroxide (0.274 g, 11.44 mmol) and water (12.5 mL) were added and the mixture was heated at 80° C. for 1 hour. After cooling to room temperature, the mixture was concentrated to remove the methanol. Tetrahydrofuran was added to the residue and removed in vacuo to ensure complete removal of the methanol. The aqueous residue was treated with 6N HCl (... Run at temperature 80 celsius. Reaction SMILES: C([O:3][C:4]([C:6]1[CH:7]=[N:8][N:9]([CH:12]2[CH2:17][CH2:16][O:15][CH2:14][CH2:13]2)[C:10]=1[Cl:11])=[O:5])C.[OH-].[Li+].O>CO>[Cl:11][C:10]1[N:9]([CH:12]2[CH2:17][CH2:16][O:15][CH2:14][CH2:13]2)[N:8]=[CH:7][C:6]=1[C:4]([OH:5])=[O:3] |f:1.2|. Product: ClC1=C(C=NN1C1CCOCC1)C(=O)O (5-chloro-1-(tetrahydro-pyran-4-yl)-1H-pyrazole-4-carboxylic acid). The yield is 99.1%. Solvent: CO (methanol). Starting materials: [OH-].[Li+] (Lithium hydroxide), O (water), C(C)OC(=O)C=1C=NN(C1Cl)C1CCOCC1 (5-Chloro-1-(tetrahydro-pyran-4-yl)-1H-pyrazole-4-carboxylic acid ethyl ester). Starting materials: CCN(CC)CCC(=O)CCCc1cccc(OC)c1, CCC1C(=O)CCC1=O, C=CC(=O)CCCc1cccc(OC)c1, C=CC(=O)C=C. Product: CCC1(CCC(=O)CCCc2cccc(OC)c2)C(=O)CCC1=O. RXN SMILES: [CH2:1]([N:2]([CH2:3][CH3:19])[CH2:4][CH2:5][C:6]([CH2:7][CH2:8][CH2:9][c:10]1[cH:11][c:12]([O:16][CH3:17])[cH:13][cH:14][cH:15]1)=[O:18])[CH3:20].[CH2:42]([CH3:43])[CH:44]1[C:45](=[O:50])[CH2:46][CH2:47][C:48]1=[O:49].[CH3:21][O:22][c:23]1[cH:24][c:25]([CH2:26][CH2:27][CH2:28][C:29](=[O:30])[CH:31]=[CH2:32])[cH:33][cH:34][cH:35]1.[CH:36]([C:37]([CH:38]=[CH2:39])=[O:40])=[CH2:41]>>[CH2:4]([CH2:5][C:6]([CH2:7][CH2:8][CH2:9][c:10]1[cH:11][c:12]([O:16][CH3:17])[cH:13][cH:14][cH:15]1)=[O:18])[C:44]1([CH2:42][CH3:43])[C:45](=[O:50])[CH2:46][CH2:47][C:48]1=[O:49].